From a dataset of the Open Reaction Database (ORD), a public repository of structured organic reaction records. describe an organic reaction: reactants, conditions, products, and yield Procedure: A solution of 8.0 g (31.0 mmol)of Boc-D-cyclohexylglycine and 5.8 g (35 mmol) of proline methyl ester HCl salt in 100 ml of anh. DMF, mixed with 5.8 g (37.2 mmol) of HOBt with the pH adjusted to 7-8 with N-methylmorpholine (to moistened narrow-range pH paper), was treated with 7.9 g (40.3 mmol) of EDC and stirred for 18 hr in a nitrogen atmosphere. After 20 hr water (10 ml) was added, the solution concentrated in vacuo and partitioned with 400 ml EtOAc and 200 ml H2O, washing with dil. NaHCO3, H... Run at time 18 hour. The reactants are CN1CCOCC1 (N-methylmorpholine), C(CCl)Cl (EDC), CC(C)(C)OC(=O)N[C@H](C1CCCCC1)C(=O)O (Boc-D-cyclohexylglycine), Cl.COC([C@H]1NCCC1)=O (proline methyl ester HCl salt), C=1C=CC2=C(C1)N=NN2O (HOBt). Reaction SMILES: [CH3:1][C:2]([O:5][C:6]([NH:8][C@@H:9]([C:16]([OH:18])=[O:17])[CH:10]1[CH2:15][CH2:14][CH2:13][CH2:12][CH2:11]1)=[O:7])([CH3:4])[CH3:3].Cl.[CH3:20][O:21][C:22](=[O:28])[C@@H:23]1[CH2:27][CH2:26][CH2:25][NH:24]1.C1C=CC2N(O)N=NC=2C=1.CN1CCOCC1.C(Cl)CCl>CN(C=O)C.O>[CH3:4][C:2]([O:5][C:6]([NH:8][C@@H:9]([C:16]([OH:18])=[O:17])[CH:10]1[CH2:15][CH2:14][CH2:13][CH2:12][CH2:11]1)=[O:7])([CH3:1])[CH3:3].[CH3:20][O:21][C:22](=[O:28])[C@@H:23]1[CH2:27][CH2:26][CH2:25][NH:24]1 |f:1.2,8.9|. Solvent: O (water), CN(C)C=O (DMF). Product: CC(C)(C)OC(=O)N[C@H](C1CCCCC1)C(=O)O.COC([C@H]1NCCC1)=O (Boc-D-cyclohexylglycine proline methyl ester). Starting materials: ClC1=NC=CC(=C1)C1=NC(=CC(=N1)C(F)F)C=1C=NC(=CC1)C(F)(F)F (2-(2-chloro-pyridin-4-yl)-4-difluoromethyl-6-(6-trifluoromethyl-pyridin-3-yl)-pyrimidine), C(C)(C)(C)NS(=O)(=O)C=1C=C(C=CC1)B(O)O (3-(tert.-butylsulfamoyl)-phenylboronic acid). Product: C(C)(C)(C)NS(=O)(=O)C1=CC(=CC=C1)C1=NC=CC(=C1)C1=NC(=CC(=N1)C(F)F)C=1C=NC(=CC1)C(F)(F)F (3-{4-[4-Difluoromethyl-6-(6-trifluoromethyl-pyridin-3-yl)-pyrimidin-2-yl]-pyridin-2-yl}-benzenesulfonic acid tert-butylamide), solid. RXN SMILES: Cl[C:2]1[CH:7]=[C:6]([C:8]2[N:13]=[C:12]([CH:14]([F:16])[F:15])[CH:11]=[C:10]([C:17]3[CH:18]=[N:19][C:20]([C:23]([F:26])([F:25])[F:24])=[CH:21][CH:22]=3)[N:9]=2)[CH:5]=[CH:4][N:3]=1.[C:27]([NH:31][S:32]([C:35]1[CH:36]=[C:37](B(O)O)[CH:38]=[CH:39][CH:40]=1)(=[O:34])=[O:33])([CH3:30])([CH3:29])[CH3:28]>>[C:27]([NH:31][S:32]([C:35]1[CH:36]=[CH:37][CH:38]=[C:39]([C:2]2[CH:7]=[C:6]([C:8]3[N:13]=[C:12]([CH:14]([F:16])[F:15])[CH:11]=[C:10]([C:17]4[CH:18]=[N:19][C:20]([C:23]([F:26])([F:25])[F:24])=[CH:21][CH:22]=4)[N:9]=3)[CH:5]=[CH:4][N:3]=2)[CH:40]=1)(=[O:34])=[O:33])([CH3:30])([CH3:28])[CH3:29]. Procedure: 3-{4-[4-Difluoromethyl-6-(6-trifluoromethyl-pyridin-3-yl)-pyrimidin-2-yl]-pyridin-2-yl}-benzenesulfonic acid tert-butylamide was prepared from 2-(2-chloro-pyridin-4-yl)-4-difluoromethyl-6-(6-trifluoromethyl-pyridin-3-yl)-pyrimidine (example B.7) (0.19 g, 0.5 mmol) and commercially available 3-(tert.-butylsulfamoyl)-phenylboronic acid (0.15 g, 0.6 mmol) according to the general procedure III. Obtained as off-white solid (0.16 g), which was subsequently deprotected.